Dataset: the Open Reaction Database (ORD), a public repository of structured organic reaction records. Task: describe an organic reaction: reactants, conditions, products, and yield The reactants are CCc1nc2c(Cl)ccc(OCC(=O)OC)c2c(CC)c1Cc1ccc(S(C)(=O)=O)cc1, CO, O=CO, [Na+], [OH-]. Yields the product CCc1nc2c(Cl)ccc(OCC(=O)O)c2c(CC)c1Cc1ccc(S(C)(=O)=O)cc1. RXN SMILES: [CH3:1][O:2][C:3]([CH2:4][O:5][c:6]1[c:7]2[c:8]([CH2:30][CH3:31])[c:9]([CH2:19][c:20]3[cH:21][cH:22][c:23]([S:26](=[O:27])(=[O:28])[CH3:29])[cH:24][cH:25]3)[c:10]([CH2:17][CH3:18])[n:11][c:12]2[c:13]([Cl:16])[cH:14][cH:15]1)=[O:32].[CH3:33][OH:34].[CH:37]([OH:38])=[O:39].[Na+:36].[OH-:35]>>[O:2]=[C:3]([CH2:4][O:5][c:6]1[c:7]2[c:8]([CH2:30][CH3:31])[c:9]([CH2:19][c:20]3[cH:21][cH:22][c:23]([S:26](=[O:27])(=[O:28])[CH3:29])[cH:24][cH:25]3)[c:10]([CH2:17][CH3:18])[n:11][c:12]2[c:13]([Cl:16])[cH:14][cH:15]1)[OH:32]. Reactants: C(C)C=1C=NC(=NC1)NCCC1=CC=C(OC(C(=O)OCC)C)C=C1 (ethyl 2-(4-{2-[(5-ethylpyrimidin-2-yl)amino]ethyl}phenoxy)propanoate), FC(OC1=CC=C(CBr)C=C1)(F)F (4-trifluoromethoxy-benzylbromide), ester. Yields the product C(C)C=1C=NC(=NC1)N(CCC1=CC=C(OC(C(=O)O)C)C=C1)CC1=CC=C(C=C1)OC(F)(F)F (2-[4-(2-{(5-Ethylpyrimidin-2-yl)[4-(trifluoromethoxy)benzyl]amino}ethyl)phenoxy]propanoic acid). Reaction SMILES: [CH2:1]([C:3]1[CH:4]=[N:5][C:6]([NH:9][CH2:10][CH2:11][C:12]2[CH:25]=[CH:24][C:15]([O:16][CH:17]([CH3:23])[C:18]([O:20]CC)=[O:19])=[CH:14][CH:13]=2)=[N:7][CH:8]=1)[CH3:2].[F:26][C:27]([F:38])([F:37])[O:28][C:29]1[CH:36]=[CH:35][C:32]([CH2:33]Br)=[CH:31][CH:30]=1>>[CH2:1]([C:3]1[CH:8]=[N:7][C:6]([N:9]([CH2:33][C:32]2[CH:35]=[CH:36][C:29]([O:28][C:27]([F:26])([F:37])[F:38])=[CH:30][CH:31]=2)[CH2:10][CH2:11][C:12]2[CH:13]=[CH:14][C:15]([O:16][CH:17]([CH3:23])[C:18]([OH:20])=[O:19])=[CH:24][CH:25]=2)=[N:5][CH:4]=1)[CH3:2]. Procedure: In a two-step sequence similar to the previous example, alkylation of the above intermediate ethyl 2-(4-{2-[(5-ethylpyrimidin-2-yl)amino]ethyl}phenoxy)propanoate with 4-trifluoromethoxy-benzylbromide (1 eq) (1.5 eq NaH; 80C) followed by hydrolysis of the intermediate ester afforded the title compound.